Dataset: the Open Reaction Database (ORD), a public repository of structured organic reaction records. Task: describe an organic reaction: reactants, conditions, products, and yield Reactants: solution, CC1(NC(CC(C1)NC(C(=O)OC)=O)(C)C)C (methyl N-(2,2,6,6-tetramethyl-4-piperidinyl)oxamate), C(C)(C)(C)C=1C=C(C=C(C1O)C(C)(C)C)NC(=O)C(=O)NN (N-(3,5-di-t-butyl-4-hydroxyphenyl)-N'-aminooxamide). Solvent: CO (methanol), CO (methanol), CO (methanol). Conditions: temperature 15 celsius. Product: CC1(NC(CC(C1)NC(C(=O)NNC(C(=O)NC1=CC(=C(C(=C1)C(C)(C)C)O)C(C)(C)C)=O)=O)(C)C)C (1-[N-(2,2,6,6-tetramethyl-4-piperidinyl)oxamoyl]-2-[N-(3,5-di-t-butyl-4-hydroxyphenyl)oxamoyl]hydrazine). RXN SMILES: [CH3:1][C:2]1([CH3:17])[CH2:7][CH:6]([NH:8][C:9](=[O:14])[C:10]([O:12]C)=O)[CH2:5][C:4]([CH3:16])([CH3:15])[NH:3]1.[C:18]([C:22]1[CH:23]=[C:24]([NH:33][C:34]([C:36]([NH:38][NH2:39])=[O:37])=[O:35])[CH:25]=[C:26]([C:29]([CH3:32])([CH3:31])[CH3:30])[C:27]=1[OH:28])([CH3:21])([CH3:20])[CH3:19]>CO>[CH3:17][C:2]1([CH3:1])[CH2:7][CH:6]([NH:8][C:9](=[O:14])[C:10]([NH:39][NH:38][C:36](=[O:37])[C:34]([NH:33][C:24]2[CH:25]=[C:26]([C:29]([CH3:31])([CH3:32])[CH3:30])[C:27]([OH:28])=[C:22]([C:18]([CH3:21])([CH3:20])[CH3:19])[CH:23]=2)=[O:35])=[O:12])[CH2:5][C:4]([CH3:16])([CH3:15])[NH:3]1. Procedure: Into a 3-necked 300 ml flask was introduced a 58% solution of methyl N-(2,2,6,6-tetramethyl-4-piperidinyl)oxamate in methanol (8.3 g, 0.02 mole), N-(3,5-di-t-butyl-4-hydroxyphenyl)-N'-aminooxamide (6.1 g, 0.02 mole) and 100 ml of anhydrous methanol. The flask was equipped with a magnetic stirrer, a thermometer and a Dean Stark trap containing a reflux condenser. The reaction mixture was heated in an oil bath to reflux for 31/2 hours. At this point, the Dean Stark trap was periodically drained un...